This data is from the Open Reaction Database (ORD), a public repository of structured organic reaction records. The task is: describe an organic reaction: reactants, conditions, products, and yield Starting materials: OC1(C#Cc2ncc(Br)cc2Cc2ccccc2)CN2CCC1CC2, Cc1ccccc1, CO, [Na+], [Na+], O=C([O-])[O-], OB(O)c1ccsc1. Product: OC1(C#Cc2ncc(-c3ccsc3)cc2Cc2ccccc2)CN2CCC1CC2. Reaction SMILES: [CH2:1]([c:2]1[cH:3][cH:4][cH:5][cH:6][cH:7]1)[c:8]1[c:9]([C:15]#[C:16][C:17]2([OH:25])[CH2:18][N:19]3[CH2:20][CH2:21][CH:22]2[CH2:23][CH2:24]3)[n:10][cH:11][c:12]([Br:14])[cH:13]1.[CH3:34][c:35]1[cH:36][cH:37][cH:38][cH:39][cH:40]1.[CH3:47][OH:48].[Na+:41].[Na+:42].[O-:43][C:44](=[O:45])[O-:46].[s:26]1[cH:27][c:28]([B:31]([OH:32])[OH:33])[cH:29][cH:30]1>>[CH2:1]([c:2]1[cH:3][cH:4][cH:5][cH:6][cH:7]1)[c:8]1[c:9]([C:15]#[C:16][C:17]2([OH:25])[CH2:18][N:19]3[CH2:20][CH2:21][CH:22]2[CH2:23][CH2:24]3)[n:10][cH:11][c:12](-[c:28]2[cH:27][s:26][cH:30][cH:29]2)[cH:13]1. The reactants are C(CCCCCCCCC)OC=1C=C2C=CC(=CC2=CC1)Br (6-decyloxy-2-bromonaphthalene), CC(C#C)O ((+)-3-butyn-2-ol), C1(=CC=CC=C1)P(C1=CC=CC=C1)C1=CC=CC=C1 (triphenylphosphine). The reagents and catalysts are [Cu](I)I (copper iodide), Cl[Pd]([P](C1=CC=CC=C1)(C2=CC=CC=C2)C3=CC=CC=C3)([P](C4=CC=CC=C4)(C5=CC=CC=C5)C6=CC=CC=C6)Cl (bis(triphenylphosphine)palladium chloride). The solvent is C(C)NCC (diethylamine). Product: C(CCCCCCCCC)OC=1C=C2C=CC(=CC2=CC1)C#CC(C)O ((+)-6-decyloxy-2-(3-hydroxy-1-butynyl)naphthalene). Isolated yield 81.0%. As a reaction SMILES: [CH2:1]([O:11][C:12]1[CH:13]=[C:14]2[C:19](=[CH:20][CH:21]=1)[CH:18]=[C:17](Br)[CH:16]=[CH:15]2)[CH2:2][CH2:3][CH2:4][CH2:5][CH2:6][CH2:7][CH2:8][CH2:9][CH3:10].[CH3:23][CH:24]([OH:27])[C:25]#[CH:26].C1(P(C2C=CC=CC=2)C2C=CC=CC=2)C=CC=CC=1>[Cu](I)I.Cl[Pd](Cl)([P](C1C=CC=CC=1)(C1C=CC=CC=1)C1C=CC=CC=1)[P](C1C=CC=CC=1)(C1C=CC=CC=1)C1C=CC=CC=1.C(NCC)C>[CH2:1]([O:11][C:12]1[CH:13]=[C:14]2[C:19](=[CH:20][CH:21]=1)[CH:18]=[C:17]([C:26]#[C:25][CH:24]([OH:27])[CH3:23])[CH:16]=[CH:15]2)[CH2:2][CH2:3][CH2:4][CH2:5][CH2:6][CH2:7][CH2:8][CH2:9][CH3:10] |^1:52,71|. Reported procedure: 18.2 g (0.05 mol) of 6-decyloxy-2-bromonaphthalene (VI-59), 10.5 g (0.15 mol) of (+)-3-butyn-2-ol (VII*-59), 0.4 g of copper iodide, 0.7 g of triphenylphosphine, 0.4 g of bis(triphenylphosphine)palladium chloride and 100 ml of diethylamine were stirred under reflux for 12 hours in an atmosphere of nitrogen gas. After completion of the reaction, the reaction mixture was poured into ice/aqueous hydrochloric acid and extracted with 200 ml of ethyl acetate. The organic layer was further washed with ...